The task is: describe an organic reaction: reactants, conditions, products, and yield. This data is from the Open Reaction Database (ORD), a public repository of structured organic reaction records. The reactants are CSC1=[N+]2Cc3ccccc3CC2CS1, [I-], Nc1cccc2ccncc12. Product: c1ccc2c(c1)CC1CSC(=Nc3cccc4ccncc34)N1C2. As a reaction SMILES: [CH3:2][S:3][C:4]1=[N+:8]2[CH:7]([CH2:6][S:5]1)[CH2:16][c:15]1[c:10]([cH:11][cH:12][cH:13][cH:14]1)[CH2:9]2.[I-:1].[NH2:17][c:18]1[cH:19][cH:20][cH:21][c:22]2[cH:23][cH:24][n:25][cH:26][c:27]12>>[C:4]1(=[N:17][c:18]2[cH:19][cH:20][cH:21][c:22]3[cH:23][cH:24][n:25][cH:26][c:27]23)[S:5][CH2:6][CH:7]2[N:8]1[CH2:9][c:10]1[cH:11][cH:12][cH:13][cH:14][c:15]1[CH2:16]2. Starting materials: COC1=CC=C(CO)C=C1 (4-Methoxybenzyl alcohol), C(C)(C)(C)C1=C(C=CC(=C1)C(C)(C)C)O (2,4-di-t-butylphenol). Reagents/catalysts: P(O)(O)O (phosphorous acid). Run in C1(=CC=CC=C1)C (toluene), C1(=CC=CC=C1)C (toluene). Conditions: time 15 minute. Product: CC(C)(C)C1=C(C(=CC(=C1)C(C)(C)C)CC1=CC=C(C=C1)OC)O (2,4-bis(1,1-dimethylethyl)-6-[(4-methoxyphenyl)methyl]phenol). As a reaction SMILES: [C:1]([C:5]1[CH:10]=[C:9]([C:11]([CH3:14])([CH3:13])[CH3:12])[CH:8]=[CH:7][C:6]=1[OH:15])([CH3:4])([CH3:3])[CH3:2].[CH3:16][O:17][C:18]1[CH:25]=[CH:24][C:21]([CH2:22]O)=[CH:20][CH:19]=1>P(O)(O)O.C1(C)C=CC=CC=1>[CH3:2][C:1]([C:5]1[CH:10]=[C:9]([C:11]([CH3:14])([CH3:13])[CH3:12])[CH:8]=[C:7]([CH2:22][C:21]2[CH:24]=[CH:25][C:18]([O:17][CH3:16])=[CH:19][CH:20]=2)[C:6]=1[OH:15])([CH3:4])[CH3:3]. Reported procedure: A mixture of 2,4-di-t-butylphenol (41.2 g), phosphorous acid (2 drops) and toluene (5 ml) was heated to 180°-200° in a three-necked flask fitted with a Dean-Stark trap containing toluene. 4-Methoxybenzyl alcohol (27.6 g) was melted and added in a slow stream to the mixture during 45 min. Heating was continued for a further 15 min by which time the theoretical amount of water (3.6 ml) had distilled. The reaction mixture was then distilled under pressure to give a pale yellow oil which rapidly cry... Reactants: ClC=1N(C=C(N1)[N+](=O)[O-])C[C@]1(OC1)C ((R)-2-chloro-1-(2-methyloxiran-2-ylmethyl)-4-nitroimidazole), FC(C1=CC=C(C=C1)C1CCNCC1)(F)F (4-(4-trifluoromethylphenyl)piperidine), O (water). Run in CN(C)C=O (DMF). Conditions: temperature 70 celsius, time 3 hour. Yields the product ClC=1N(C=C(N1)[N+](=O)[O-])C[C@](CN1CCC(CC1)C1=CC=C(C=C1)C(F)(F)F)(O)C ((S)-1-(2-chloro-4-nitroimidazol-1-yl)-2-methyl-3-[4-(4-trifluoromethylphenyl)piperidin-1-yl]propan-2-ol). Yield: 53.5%. As a reaction SMILES: [Cl:1][C:2]1[N:3]([CH2:10][C@:11]2([CH3:14])[CH2:13][O:12]2)[CH:4]=[C:5]([N+:7]([O-:9])=[O:8])[N:6]=1.[F:15][C:16]([F:30])([F:29])[C:17]1[CH:22]=[CH:21][C:20]([CH:23]2[CH2:28][CH2:27][NH:26][CH2:25][CH2:24]2)=[CH:19][CH:18]=1.O>CN(C=O)C>[Cl:1][C:2]1[N:3]([CH2:10][C@@:11]([CH3:14])([OH:12])[CH2:13][N:26]2[CH2:27][CH2:28][CH:23]([C:20]3[CH:21]=[CH:22][C:17]([C:16]([F:15])([F:29])[F:30])=[CH:18][CH:19]=3)[CH2:24][CH2:25]2)[CH:4]=[C:5]([N+:7]([O-:9])=[O:8])[N:6]=1. Procedure: (R)-2-Chloro-1-(2-methyloxiran-2-ylmethyl)-4-nitroimidazole prepared in Example 12 (0.329 g, 1.51 mmol) and 4-(4-trifluoromethylphenyl)piperidine (0.40 g, 1.66 mmol) were dissolved in DMF (5 ml) followed by stirring at 70° C. for 3 hours. The reaction mixture was poured into water and extracted with ethyl acetate twice. The organic phases were combined, washed with water and a saturated saline solution, dried over sodium sulfate and then filtered. The resulting filtrate was concentrated under re... The reactants are P(=O)(OC1=CC=C(C=C1)[N+](=O)[O-])(OC1=CC=C(C=C1)[N+](=O)[O-])[O-] (Bis(p-nitrophenyl) phosphate), N1N=C(N=C1)C(=O)OC (methyl 1,2,4-triazole-3-carboxylate), C(C)(=O)O[C@H]1[C@H](OC(C)=O)[C@H](OC(C)=O)[C@H](O1)COC(C)=O (1,2,3,5-tetra-O-acetyl-β -D-ribofuranose), sugar. Run in C1=CC=CC=C1 (benzene). Conditions: time 17.5 minute. The product is COC(=O)C1=NN(C=N1)[C@H]1[C@H](OC(C)=O)[C@H](OC(C)=O)[C@H](O1)COC(C)=O (1-(2,3,5-tri-O-acetyl-β -D-ribofuranosyl)-1,2,4-triazole-3-carboxylic acid methyl ester). As a reaction SMILES: [NH:1]1[CH:5]=[N:4][C:3]([C:6]([O:8][CH3:9])=[O:7])=[N:2]1.C(O[C@@H:14]1[O:26][C@H:25]([CH2:27][O:28][C:29](=[O:31])[CH3:30])[C@@H:20]([O:21][C:22](=[O:24])[CH3:23])[C@H:15]1[O:16][C:17](=[O:19])[CH3:18])(=O)C.P([O-])(OC1C=CC([N+]([O-])=O)=CC=1)(OC1C=CC([N+]([O-])=O)=CC=1)=O>C1C=CC=CC=1>[CH3:9][O:8][C:6]([C:3]1[N:4]=[CH:5][N:1]([C@@H:14]2[O:26][C@H:25]([CH2:27][O:28][C:29](=[O:31])[CH3:30])[C@@H:20]([O:21][C:22](=[O:24])[CH3:23])[C@H:15]2[O:16][C:17](=[O:19])[CH3:18])[N:2]=1)=[O:7]. Procedure: A mixture of methyl 1,2,4-triazole-3-carboxylate (12.7 g., 0.10 mol) and 1,2,3,5-tetra-O-acetyl-β -D-ribofuranose (31.8 g., 0.10 mol) was heated in an oil bath maintained at 160-165° until the sugar had melted. Bis(p-nitrophenyl) phosphate (250 mg.) was added and heating at 160-165° was continued with stirring under diminished pressure for 15-20 min. The residue was dissolved in hot benzene, the solution was filtered and cyclohexane was added to the filtrate to give the crystalline product (30.0... The reactants are [Na] (sodium), ClC(CC[Si](OCC)(OCC)OCC)CCl (3,4-dichlorobutyl triethoxysilane), crude product. As a reaction SMILES: Cl[CH:2]([CH2:15]Cl)[CH2:3][CH2:4][Si:5]([O:12][CH2:13][CH3:14])([O:9][CH2:10][CH3:11])[O:6][CH2:7][CH3:8].[Na]>C1(C)C=CC=CC=1>[CH2:4]([Si:5]([O:12][CH2:13][CH3:14])([O:6][CH2:7][CH3:8])[O:9][CH2:10][CH3:11])[CH2:3][CH:2]=[CH2:15] |^1:16|. Procedure details: A mixture of 578.6 g 3,4-dichlorobutyl triethoxysilane (2.0 moles) and 750 ml toluene is combined at reflux temperature within 2 hours with 92.0 g molten sodium in a heatable (approximately 130° C.) dropping funnel. In order to complete the reaction, the mixture is subsequently agitated for 30 minutes more at 120° C. After the workup already described in b), 417.3 g crude product =95.4% of theory are obtained which yield 366.0 g 3-butenyl triethoxysilane as a main fraction in the subsequent vacu... Yield: 83.8%. Product: C(CC=C)[Si](OCC)(OCC)OCC (3-butenyl triethoxysilane). Run in C1(=CC=CC=C1)C (toluene). Conditions: temperature 120 celsius, time 30 minute. Starting materials: C(C1=CC=CC=C1)OC([C@@H](N[N+](=O)[O-])CCCNC(N)=N)=O (nitro-L-arginine benzyl ester), N[C@@H](C)C(=O)O (L-alanine), C(C1=CC=CC=C1)OC([C@@H](N(C(C(CC(=O)OC)C)=O)[N+](=O)[O-])CCCNC(N)=N)=O (Nα -(3-methoxycarbonyl-2-methylpropanoyl)-nitro-L-arginine benzyl ester), COC(=O)CC(C(=O)N[C@@H](CCCNC(N)=N)C(=O)O)C (Nα -(3-methoxycarbonyl-2-methylpropanoyl)-L-arginine). Product: C(=O)(O)C([C@H](NC(C(C)C)=O)C(=O)O)CCNC(N)=N (3-carboxy-2-methylpropanoyl-L-arginine). As a reaction SMILES: C([O:8][C:9](=[O:22])[C@H](CCCNC(=N)N)N[N+]([O-])=O)C1C=CC=CC=1.N[C@H](C(O)=O)C.C([O:36][C:37](=[O:59])[C@H:38]([CH2:52][CH2:53][CH2:54][NH:55][C:56](=[NH:58])[NH2:57])[N:39]([N+]([O-])=O)[C:40](=[O:48])[CH:41]([CH3:47])[CH2:42]C(OC)=O)C1C=CC=CC=1.COC(CC(C)C(N[C@H](C(O)=O)CCCNC(=N)N)=O)=O>>[C:9]([CH:52]([CH2:53][CH2:54][NH:55][C:56](=[NH:58])[NH2:57])[C@@H:38]([C:37]([OH:36])=[O:59])[NH:39][C:40](=[O:48])[CH:41]([CH3:42])[CH3:47])([OH:22])=[O:8]. Procedure: By substituting nitro-L-arginine benzyl ester for the L-alanine in the procedure of Example 1, and then treating the product by the procedures of Examples 2 and 3, Nα -(3-methoxycarbonyl-2-methylpropanoyl)-nitro-L-arginine benzyl ester, Nα -(3-methoxycarbonyl-2-methylpropanoyl)-L-arginine and Nα -(3-carboxy-2-methylpropanoyl-L-arginine are obtained. Reactants: BrCCc1ccccc1, O=C([O-])[O-], CCOC(=O)Cn1c(=O)[nH]c(=O)c2c1ncn2Cc1ccccc1, CN(C)C=O, CCOC(C)=O, [K+], [K+], O. The product is CCOC(=O)Cn1c(=O)n(CCc2ccccc2)c(=O)c2c1ncn2Cc1ccccc1. Reaction SMILES: [Br:31][CH2:32][CH2:33][c:34]1[cH:35][cH:36][cH:37][cH:38][cH:39]1.[C:25](=[O:26])([O-:27])[O-:28].[CH2:1]([CH3:2])[O:3][C:4]([CH2:5][n:6]1[c:7](=[O:23])[nH:8][c:9](=[O:22])[c:10]2[n:11]([CH2:15][c:16]3[cH:17][cH:18][cH:19][cH:20][cH:21]3)[cH:12][n:13][c:14]12)=[O:24].[CH3:40][N:41]([CH3:42])[CH:43]=[O:44].[CH3:45][CH2:46][O:47][C:48](=[O:49])[CH3:50].[K+:29].[K+:30].[OH2:51]>>[CH2:1]([CH3:2])[O:3][C:4]([CH2:5][n:6]1[c:7](=[O:23])[n:8]([CH2:32][CH2:33][c:34]2[cH:35][cH:36][cH:37][cH:38][cH:39]2)[c:9](=[O:22])[c:10]2[n:11]([CH2:15][c:16]3[cH:17][cH:18][cH:19][cH:20][cH:21]3)[cH:12][n:13][c:14]12)=[O:24]. Reactants: OO (hydrogen peroxide), COC(=O)CCC\C=C/CC1C=CC(C1=CC=CCCCCC)=O (4-[(2Z)-6-methoxycarbonyl-2-hexenyl]-5-(2-octenylidene)-2-cyclopentenone), [Cl-].[NH4+] (ammonium chloride), Cl (hydrochloric acid), [OH-].[Na+] (sodium hydroxide), C(O)([O-])=O.[Na+] (sodium hydrogencarbonate). The solvent is CO (methanol), CC(=O)C (acetone). The product is ClC=1C(C(C(C1)C\C=C/CCCC(=O)OC)=CC=CCCCCC)=O (2-chloro-4-[(2Z)-6-methoxycarbonyl-2-hexenyl]-5-(2-octenylidene)-2-cyclopentenone). Isolated yield 49.0%. As a reaction SMILES: OO.[CH3:3][O:4][C:5]([CH2:7][CH2:8][CH2:9]/[CH:10]=[CH:11]\[CH2:12][CH:13]1[C:17](=[CH:18][CH:19]=[CH:20][CH2:21][CH2:22][CH2:23][CH2:24][CH3:25])[C:16](=[O:26])[CH:15]=[CH:14]1)=[O:6].[OH-].[Na+].[Cl-:29].[NH4+].Cl.C(=O)([O-])O.[Na+]>CO.CC(C)=O>[Cl:29][C:15]1[C:16](=[O:26])[C:17](=[CH:18][CH:19]=[CH:20][CH2:21][CH2:22][CH2:23][CH2:24][CH3:25])[CH:13]([CH2:12]/[CH:11]=[CH:10]\[CH2:9][CH2:8][CH2:7][C:5]([O:4][CH3:3])=[O:6])[CH:14]=1 |f:2.3,4.5,7.8|. Procedure: 0.5 ml of 30% aqueous hydrogen peroxide was added to a solution of 68 mg (206 micromol) of 4-[(2Z)-6-methoxycarbonyl-2-hexenyl]-5-(2-octenylidene)-2-cyclopentenone in 5 ml of methanol under ice cooling and stirring, and then 50 microliters of 1N sodium hydroxide was added. The mixture was stirred at 0° C. for 20 minutes. A saturated aqueous solution of ammonium chloride was added, and the mixture was extracted with hexane. The organic layer was washed with a saturated aqueous solution of sodium ... The reactants are [H-].[Na+] (Sodium hydride), [H-].[Na+] (sodium hydride), NC1=CC=CC=C1 (aniline), CC1=C(C(=C(C1)C)C)C (tetramethylcyclopentadiene). Run in O1CCCC1 (tetrahydrofuran), O1CCCC1 (tetrahydrofuran). Reaction conditions: temperature 40 celsius, time 4 hour. Product: CC1=C(C(=C(C1[Na])C)C)C (tetramethylcyclopentadienylsodium). RXN SMILES: [H-].[Na+:2].NC1C=CC=CC=1.[CH3:10][C:11]1[CH2:15][C:14]([CH3:16])=[C:13]([CH3:17])[C:12]=1[CH3:18]>O1CCCC1>[CH3:10][C:11]1[CH:15]([Na:2])[C:14]([CH3:16])=[C:13]([CH3:17])[C:12]=1[CH3:18] |f:0.1|. Procedure: Sodium hydride (containing mineral oil; the content of sodium hydride: 60%) (0.41 g) and aniline (0.033 g) were added to the solution of tetramethylcyclopentadiene (0.63 g) in tetrahydrofuran (15 ml), and stirred at 40° C. for 4 hours. Thus, tetramethylcyclopentadienylsodium was obtained in the form of a solution in tetrahydrofuran.